From a dataset of the Open Reaction Database (ORD), a public repository of structured organic reaction records. describe an organic reaction: reactants, conditions, products, and yield Starting materials: CCc1nc2c(cnn2CC)c(NC2CCOCC2)c1CNC(=O)c1cccc(C(=O)NCc2ccc(F)c(-c3cccc(CN4CC5CC4CN5C(=O)OC(C)(C)C)c3)c2)c1, CCOC(C)=O, ClCCl, [NH4+], [OH-], O=C(O)C(F)(F)F. Product: CCc1nc2c(cnn2CC)c(NC2CCOCC2)c1CNC(=O)c1cccc(C(=O)NCc2ccc(F)c(-c3cccc(CN4CC5CC4CN5)c3)c2)c1. As a reaction SMILES: [CH2:1]([CH3:2])[n:3]1[n:4][cH:5][c:6]2[c:7]1[n:8][c:9]([CH2:61][CH3:62])[c:10]([CH2:19][NH:20][C:21](=[O:22])[c:23]1[cH:24][c:25]([C:29](=[O:30])[NH:31][CH2:32][c:33]3[cH:34][cH:35][c:36]([F:60])[c:37](-[c:39]4[cH:40][c:41]([CH2:45][N:46]5[CH:47]6[CH2:48][N:49]([C:53]([O:54][C:55]([CH3:56])([CH3:57])[CH3:58])=[O:59])[CH:50]([CH2:51]5)[CH2:52]6)[cH:42][cH:43][cH:44]4)[cH:38]3)[cH:26][cH:27][cH:28]1)[c:11]2[NH:12][CH:13]1[CH2:14][CH2:15][O:16][CH2:17][CH2:18]1.[CH3:75][CH2:76][O:77][C:78]([CH3:79])=[O:80].[Cl:72][CH2:73][Cl:74].[NH4+:70].[OH-:71].[OH:63][C:64]([C:65]([F:66])([F:67])[F:68])=[O:69]>>[CH2:1]([CH3:2])[n:3]1[n:4][cH:5][c:6]2[c:7]1[n:8][c:9]([CH2:61][CH3:62])[c:10]([CH2:19][NH:20][C:21](=[O:22])[c:23]1[cH:24][c:25]([C:29](=[O:30])[NH:31][CH2:32][c:33]3[cH:34][cH:35][c:36]([F:60])[c:37](-[c:39]4[cH:40][c:41]([CH2:45][N:46]5[CH:47]6[CH2:48][NH:49][CH:50]([CH2:51]5)[CH2:52]6)[cH:42][cH:43][cH:44]4)[cH:38]3)[cH:26][cH:27][cH:28]1)[c:11]2[NH:12][CH:13]1[CH2:14][CH2:15][O:16][CH2:17][CH2:18]1. Starting materials: C1(=CC=CC=C1)OC(NC=1SC(=CN1)C1CCC1)=O ((5-Cyclobutyl-thiazol-2-yl)-carbamic acid phenyl ester), NC=1C=C2C=CC(=NC2=CC1)C (6-amino-2-methyl-quinoline). Solvent: O1CCOCC1 (1,4-dioxane). Product: C1(CCC1)C1=CN=C(S1)NC(=O)NC=1C=C2C=CC(=NC2=CC1)C (1-(5-Cyclobutyl-thiazol-2-yl)-3-(2-methyl-quinolin-6-yl)-urea). Isolated yield 92.3%. Reaction SMILES: C1(O[C:8](=[O:19])[NH:9][C:10]2[S:11][C:12]([CH:15]3[CH2:18][CH2:17][CH2:16]3)=[CH:13][N:14]=2)C=CC=CC=1.[NH2:20][C:21]1[CH:22]=[C:23]2[C:28](=[CH:29][CH:30]=1)[N:27]=[C:26]([CH3:31])[CH:25]=[CH:24]2>O1CCOCC1>[CH:15]1([C:12]2[S:11][C:10]([NH:9][C:8]([NH:20][C:21]3[CH:22]=[C:23]4[C:28](=[CH:29][CH:30]=3)[N:27]=[C:26]([CH3:31])[CH:25]=[CH:24]4)=[O:19])=[N:14][CH:13]=2)[CH2:16][CH2:17][CH2:18]1. Reported procedure: A solution of (5-cyclobutyl-thiazol-2-yl)-carbamic acid phenyl ester (Example 2; 35 mg, 0.128 mmol) and 6-amino-2-methyl-quinoline (50 mg, 0.128 mmol) in 1,4-dioxane (500 μl) were heated at about 70° C. for 24 hours. Purification by silica gel chromatography (1:3 hexanes-ethylacetate; 40:1→20:1 chloroform-methanol) and subsequent conversion to the HCl salt afforded 40 mg of the title compound. 1HNMR (400 MHz, CDCl3) δ 8.11(s,1H), 7.87 (s,7.88,1H), 7.85 (s,1H), 7.45 (d, J=7.6 Hz,1H), 7.16 (d, J=8... Conditions: temperature 0 celsius, time 30 minute. Reported procedure: To a flask containing 5-bromo-1-methyl-1H-imidazole (390 mg, 2.42 mmol) was added THF (8 mL) and the solution was cooled to 0° C. To this solution was added isopropylmagnesium chloride-LiC1 complex (1.3 M in THF, 2.5 mL, 3.25 mmol) which resulted in a white suspension. The reaction mixture was stirred in a 0° C. bath for 30 minutes, then a THF (2 mL) solution of N-methoxy-N,2,4-trimethylthiazole-5-carboxamide (550 mg, 2.75 mmol, Intermediate 17: step a) was introduced. The reaction mixture was s... As a reaction SMILES: Br[C:2]1[N:6]([CH3:7])[CH:5]=[N:4][CH:3]=1.CON(C)[C:11]([C:13]1[S:17][C:16]([CH3:18])=[N:15][C:14]=1[CH3:19])=[O:12]>C1COCC1>[CH3:18][C:16]1[S:17][C:13]([C:11]([C:2]2[N:6]([CH3:7])[CH:5]=[N:4][CH:3]=2)=[O:12])=[C:14]([CH3:19])[N:15]=1. Product: CC=1SC(=C(N1)C)C(=O)C1=CN=CN1C ((2,4-Dimethylthiazol-5-yl)(1-methyl-1H-imidazol-5-yl)methanone). Starting materials: BrC1=CN=CN1C (5-bromo-1-methyl-1H-imidazole), isopropylmagnesium chloride-LiC1, CON(C(=O)C1=C(N=C(S1)C)C)C (N-methoxy-N,2,4-trimethylthiazole-5-carboxamide), Intermediate 17. The solvent is C1CCOC1 (THF), C1CCOC1 (THF). The reactants are C(C1=CC=CC=C1)N1C[C@H]([C@@H](C1)OC)NC(OC(C)(C)C)=O (tert.-butyl N-(trans-1-benzyl-4-methoxypyrrolidin-3-yl)carbamate). Reagents/catalysts: [Pd] (palladium). Run in CO (methanol). Yields the product CO[C@H]1[C@@H](CNC1)NC(OC(C)(C)C)=O (tert.-Butyl N-(trans-4-methoxypyrrolidin-3-yl)-carbamate). RXN SMILES: C([N:8]1[CH2:12][C@@H:11]([O:13][CH3:14])[C@H:10]([NH:15][C:16](=[O:22])[O:17][C:18]([CH3:21])([CH3:20])[CH3:19])[CH2:9]1)C1C=CC=CC=1>CO.[Pd]>[CH3:14][O:13][C@@H:11]1[CH2:12][NH:8][CH2:9][C@H:10]1[NH:15][C:16](=[O:22])[O:17][C:18]([CH3:20])([CH3:19])[CH3:21]. Procedure details: 6.7 g (22 mmol) of tert.-butyl N-(trans-1-benzyl-4-methoxypyrrolidin-3-yl)carbamate are hydrogenated in 150 ml of methanol on 2 g of palladium-on-active charcoal (10% of Pd) under 100 bar at 100° C. The catalyst is filtered off with suction, the filtrate is concentrated and the residue is distilled. Starting materials: [N+](=O)([O-])C=C1SCCCN1 (2-(nitromethylene)-tetrahydro-2H-1,3-thiazine), C(C)N(C(C)C)C(C)C (ethyldiisopropylamine), C(Cl)Cl (methylene chloride), C(CCCCCCCCCCC)S(=O)(=O)Cl (dodecanesulfonyl chloride). Yields the product C(CCCCCCCCCCC)S(=O)(=O)N1C(SCCC1)=C[N+](=O)[O-] (N-(dodecylsulfonyl)-2-(nitromethylene)-tetrahydro-2H-1,3-thiazine). The solvent is O (water). Reaction conditions: temperature 10 celsius, time 1.5 hour. Procedure: 1.6 g of 2-(nitromethylene)-tetrahydro-2H-1,3-thiazine, 3.18 g of ethyldiisopropylamine and 20 ml of methylene chloride were mixed. The mixture was cooled to and stirred at -60° C. under a nitrogen atmosphere while 2.95 g of dodecanesulfonyl chloride was added in portions over a 10 minute period. The mixture was allowed to warm to 10° C. (2.5 hours), then stirred at 10° C. for 1 hour and at 20° C. for 1.5 hours. The resulting mixture was poured into water, and the organic phase was separated, dr... As a reaction SMILES: [N+:1]([CH:4]=[C:5]1[NH:10][CH2:9][CH2:8][CH2:7][S:6]1)([O-:3])=[O:2].C(N(C(C)C)C(C)C)C.C(Cl)Cl.[CH2:23]([S:35](Cl)(=[O:37])=[O:36])[CH2:24][CH2:25][CH2:26][CH2:27][CH2:28][CH2:29][CH2:30][CH2:31][CH2:32][CH2:33][CH3:34]>O>[CH2:23]([S:35]([N:10]1[CH2:9][CH2:8][CH2:7][S:6][C:5]1=[CH:4][N+:1]([O-:3])=[O:2])(=[O:37])=[O:36])[CH2:24][CH2:25][CH2:26][CH2:27][CH2:28][CH2:29][CH2:30][CH2:31][CH2:32][CH2:33][CH3:34]. The reactants are CCn1cc(C(=O)O)c(=O)c2cc(F)c(Cl)cc21, CC(=O)O, [Na+], O=C1CNCCN1, [OH-], c1ccncc1. The product is CCn1cc(C(=O)O)c(=O)c2cc(F)c(N3CCNC(=O)C3)cc21. RXN SMILES: [CH2:1]([CH3:2])[n:3]1[cH:4][c:5]([C:16](=[O:17])[OH:18])[c:6](=[O:15])[c:7]2[cH:8][c:9]([F:14])[c:10]([Cl:13])[cH:11][c:12]12.[CH3:32][C:33](=[O:34])[OH:35].[Na+:37].[O:19]=[C:20]1[NH:21][CH2:22][CH2:23][NH:24][CH2:25]1.[OH-:36].[cH:26]1[cH:27][cH:28][n:29][cH:30][cH:31]1>>[CH2:1]([CH3:2])[n:3]1[cH:4][c:5]([C:16](=[O:17])[OH:18])[c:6](=[O:15])[c:7]2[cH:8][c:9]([F:14])[c:10]([N:24]3[CH2:23][CH2:22][NH:21][C:20](=[O:19])[CH2:25]3)[cH:11][c:12]12. Starting materials: FC1=C(C=C(C=C1)S(=O)(=O)CCC)C#C[Si](C)(C)C ({[2-Fluoro-5-(propylsulfonyl)phenyl]ethynyl}trimethyl silane), BrC1=CC(=C(C=C1)C1=CC(=CC=C1)Cl)S(=O)(=O)C (4-bromo-3′-chloro-2-(methylsulfonyl)biphenyl), BrC1=CC(=C(C=C1)C1=CC(=CC=C1)Cl)S(=O)(=O)C (4-bromo-3′-chloro-2-(methylsulfonyl)biphenyl), C(C)(C)(C)OC(COC1=C(C=C(C=C1)Cl)C#C)=O (tert-butyl(4-chloro-2-ethynylphenoxy)acetate), C(C)(C)(C)OC(COC1=C(C=C(C=C1)Cl)C#C)=O (tert-butyl(4-chloro-2-ethynylphenoxy)acetate). Product: C(C)(C)(C)OC(COC1=C(C=C(C=C1)Cl)C#CC1=CC(=C(C=C1)C1=CC(=CC=C1)Cl)S(=O)(=O)C)=O (tert-butyl(4-chloro-2-{[3′-chloro-2-(methylsulfonyl)biphenyl-4-yl]ethynyl}phenoxy)acetate). RXN SMILES: FC1C=CC(S(CCC)(=O)=O)=CC=1C#C[Si](C)(C)C.[C:20]([O:24][C:25](=[O:37])[CH2:26][O:27][C:28]1[CH:33]=[CH:32][C:31]([Cl:34])=[CH:30][C:29]=1[C:35]#[CH:36])([CH3:23])([CH3:22])[CH3:21].Br[C:39]1[CH:44]=[CH:43][C:42]([C:45]2[CH:50]=[CH:49][CH:48]=[C:47]([Cl:51])[CH:46]=2)=[C:41]([S:52]([CH3:55])(=[O:54])=[O:53])[CH:40]=1>>[C:20]([O:24][C:25](=[O:37])[CH2:26][O:27][C:28]1[CH:33]=[CH:32][C:31]([Cl:34])=[CH:30][C:29]=1[C:35]#[C:36][C:39]1[CH:44]=[CH:43][C:42]([C:45]2[CH:50]=[CH:49][CH:48]=[C:47]([Cl:51])[CH:46]=2)=[C:41]([S:52]([CH3:55])(=[O:53])=[O:54])[CH:40]=1)([CH3:23])([CH3:22])[CH3:21]. Procedure details: Following the general method as outlined in Intermediate 107, starting from (4-chloro-2-ethynyl-phenoxy)-acetic acid tert-butyl ester (Intermediate 3) and 4-bromo-3′-chloro-2-(methylsulfonyl)biphenyl (Intermediate 213), the title compound was obtained as a brown sticky solid after purification by flash column chromatography (silica), eluting with cyclohexane containing increasing amounts of EtOAc.